From a dataset of the Open Reaction Database (ORD), a public repository of structured organic reaction records. describe an organic reaction: reactants, conditions, products, and yield The reactants are CCOC(=O)C=Cc1ccccc1, COCN(Cc1ccccc1)C[Si](C)(C)C. Yields the product CCOC(=O)C1CN(Cc2ccccc2)CC1c1ccccc1. Reaction SMILES: [C:1]([CH:2]=[CH:3][c:4]1[cH:5][cH:6][cH:7][cH:8][cH:9]1)(=[O:10])[O:11][CH2:12][CH3:13].[CH2:14]([c:15]1[cH:16][cH:17][cH:18][cH:19][cH:20]1)[N:21]([CH2:22][O:28][CH3:29])[CH2:25][Si:23]([CH3:24])([CH3:26])[CH3:27]>>[C:1]([CH:2]1[CH:3]([c:4]2[cH:5][cH:6][cH:7][cH:8][cH:9]2)[CH2:25][N:21]([CH2:14][c:15]2[cH:16][cH:17][cH:18][cH:19][cH:20]2)[CH2:22]1)(=[O:10])[O:11][CH2:12][CH3:13]. The reactants are C(C)C=1C=C(C(=O)O)C=C(C1O)CC (3,5-diethyl-4-hydroxybenzoic acid), S(O)(O)(=O)=O (sulfuric acid), CO (methanol). Yields the product COC(C1=CC(=C(C(=C1)CC)O)CC)=O (3,5-diethyl-4-hydroxybenzoic acid methyl ester). As a reaction SMILES: [CH2:1]([C:3]1[CH:4]=[C:5]([CH:9]=[C:10]([CH2:13][CH3:14])[C:11]=1[OH:12])[C:6]([OH:8])=[O:7])[CH3:2].S(=O)(=O)(O)O.[CH3:20]O>>[CH3:20][O:7][C:6](=[O:8])[C:5]1[CH:4]=[C:3]([CH2:1][CH3:2])[C:11]([OH:12])=[C:10]([CH2:13][CH3:14])[CH:9]=1. Procedure: A solution of 27.2 g. (0.14 mol.) of 3,5-diethyl-4-hydroxybenzoic acid in 200 ml. of methanol containing 2 ml. of sulfuric acid is refluxed for 12 hours. After cooling, excess methanol is evaporated, water is added to the residue and it is made basic with 10% aqueous sodium hydroxide. The precipitate is collected, washed with water and dried in vacuo to give 3,5-diethyl-4-hydroxybenzoic acid methyl ester. Reactants: C1CCOC1, O=C(Cl)c1ccc(Cl)c([N+](=O)[O-])c1, NCCO, [Na+], O=C([O-])O. The product is O=C(NCCO)c1ccc(Cl)c([N+](=O)[O-])c1. Reaction SMILES: [CH2:23]1[O:24][CH2:25][CH2:26][CH2:27]1.[Cl:1][c:2]1[c:3]([N+:11](=[O:12])[O-:13])[cH:4][c:5]([C:6](=[O:7])[Cl:8])[cH:9][cH:10]1.[NH2:14][CH2:15][CH2:16][OH:17].[Na+:22].[O-:18][C:19]([OH:20])=[O:21]>>[Cl:1][c:2]1[c:3]([N+:11](=[O:12])[O-:13])[cH:4][c:5]([C:6](=[O:7])[NH:14][CH2:15][CH2:16][OH:17])[cH:9][cH:10]1. Starting materials: C(CCCCCCCC)(=O)OC1=C(C=CC=C1)S(=O)(=O)[O-].[Na+] (sodium nonanoyloxybenzene sulfonate), [B-]1(OO[B-](OO1)(O)O)(O)O (perborate), OO (hydrogen peroxide), C(=O)(O)OO (percarbonic acid). Yields the product C(CCCCCCCC)(=O)OC1=C(C=CC=C1)S(=O)(=O)[O-].[Na+] (sodium nonanoyloxybenzene sulfonate), [B-]1(OO[B-](OO1)(O)O)(O)O (perborate), O=O (oxygen). Reaction SMILES: OO.[C:3]([O:13][C:14]1[CH:19]=[CH:18][CH:17]=[CH:16][C:15]=1[S:20]([O-:23])(=[O:22])=[O:21])(=[O:12])[CH2:4][CH2:5][CH2:6][CH2:7][CH2:8][CH2:9][CH2:10][CH3:11].[Na+:24].[B-:25]1([OH:34])([OH:33])[O:30][O:29][B-:28]([OH:32])([OH:31])[O:27][O:26]1.C([O:38][OH:39])(O)=O>>[C:3]([O:13][C:14]1[CH:19]=[CH:18][CH:17]=[CH:16][C:15]=1[S:20]([O-:23])(=[O:21])=[O:22])(=[O:12])[CH2:4][CH2:5][CH2:6][CH2:7][CH2:8][CH2:9][CH2:10][CH3:11].[Na+:24].[B-:25]1([OH:34])([OH:33])[O:30][O:29][B-:28]([OH:32])([OH:31])[O:27][O:26]1.[O:38]=[O:39] |f:1.2,5.6|. Procedure details: It can be seen that bleaching from these peroxycarbonic acid bleaches is excellent, giving substantial stain removal on a variety of stains. As evidenced from Table, the SPCC system has been studied most extensively. A number of observations may be gleaned from the Table with respect to SPCC. At a theoretical percarbonic acid yield of 15 ppm active oxygen (9.4×10-4M), outstanding bleaching is obtained at 40° in 15 minutes on hydrophilic stains such as tea, red wine and blackberry. Bleaching rema... Reactants: COC(=O)C(Cc1ccc(OCc2nc3ccc(Oc4ccc(C56CC7CC(CC(C7)C5)C6)cc4)cc3n2C)cc1)OCc1ccc(F)cc1, CO, Cl, [Na+], [Na+], C1CCOC1, [OH-], O, O=C([O-])O. Product: Cn1c(COc2ccc(CC(OCc3ccc(F)cc3)C(=O)O)cc2)nc2ccc(Oc3ccc(C45CC6CC(CC(C6)C4)C5)cc3)cc21. RXN SMILES: [C:1]12([c:11]3[cH:12][cH:13][c:14]([O:15][c:16]4[cH:17][cH:18][c:19]5[c:20]([n:21]([CH3:47])[c:22]([CH2:24][O:25][c:26]6[cH:27][cH:28][c:29]([CH2:32][CH:33]([C:34](=[O:35])[O:36][CH3:37])[O:38][CH2:39][c:40]7[cH:41][cH:42][c:43]([F:46])[cH:44][cH:45]7)[cH:30][cH:31]6)[n:23]5)[cH:48]4)[cH:49][cH:50]3)[CH2:2][CH:3]3[CH2:4][CH:5]([CH2:6][CH:7]([CH2:8]1)[CH2:9]3)[CH2:10]2.[CH3:65][OH:66].[ClH:53].[Na+:52].[Na+:54].[O:60]1[CH2:61][CH2:62][CH2:63][CH2:64]1.[OH-:51].[OH2:59].[OH:55][C:56](=[O:57])[O-:58]>>[C:1]12([c:11]3[cH:12][cH:13][c:14]([O:15][c:16]4[cH:17][cH:18][c:19]5[c:20]([n:21]([CH3:47])[c:22]([CH2:24][O:25][c:26]6[cH:27][cH:28][c:29]([CH2:32][CH:33]([C:34](=[O:35])[OH:36])[O:38][CH2:39][c:40]7[cH:41][cH:42][c:43]([F:46])[cH:44][cH:45]7)[cH:30][cH:31]6)[n:23]5)[cH:48]4)[cH:49][cH:50]3)[CH2:2][CH:3]3[CH2:4][CH:5]([CH2:6][CH:7]([CH2:8]1)[CH2:9]3)[CH2:10]2. Reactants: CO, CCOc1c(OCc2ccc(S(C)(=O)=O)cc2Cl)cccc1C(=O)c1cn([Si](C(C)C)(C(C)C)C(C)C)c2ncccc12, [F-], [K+], [Na+], [Na+], O=C([O-])[O-], [OH-]. Yields the product CCOc1c(OCc2ccc(S(C)(=O)=O)cc2Cl)cccc1C(=O)c1c[nH]c2ncccc12. Reaction SMILES: [CH3:53][OH:54].[Cl:1][c:2]1[c:3]([CH2:4][O:5][c:6]2[c:7]([O:33][CH2:34][CH3:35])[c:8]([C:12](=[O:13])[c:14]3[cH:15][n:16]([Si:23]([CH:24]([CH3:25])[CH3:26])([CH:27]([CH3:28])[CH3:29])[CH:30]([CH3:31])[CH3:32])[c:17]4[n:18][cH:19][cH:20][cH:21][c:22]34)[cH:9][cH:10][cH:11]2)[cH:36][cH:37][c:38]([S:40](=[O:41])(=[O:42])[CH3:43])[cH:39]1.[F-:46].[K+:45].[Na+:47].[Na+:48].[O-:49][C:50](=[O:51])[O-:52].[OH-:44]>>[Cl:1][c:2]1[c:3]([CH2:4][O:5][c:6]2[c:7]([O:33][CH2:34][CH3:35])[c:8]([C:12](=[O:13])[c:14]3[cH:15][nH:16][c:17]4[n:18][cH:19][cH:20][cH:21][c:22]34)[cH:9][cH:10][cH:11]2)[cH:36][cH:37][c:38]([S:40](=[O:41])(=[O:42])[CH3:43])[cH:39]1. Starting materials: Fc1cccc(CSc2nc(Cl)cc(Cl)n2)c1F, [H-], [Na+], C1CCOC1, O, OC1COC(c2ccccc2)OC1. The product is Fc1cccc(CSc2nc(Cl)cc(OC3COC(c4ccccc4)OC3)n2)c1F. As a reaction SMILES: [Cl:16][c:17]1[n:18][c:19]([S:24][CH2:25][c:26]2[c:27]([F:33])[c:28]([F:32])[cH:29][cH:30][cH:31]2)[n:20][c:21]([Cl:23])[cH:22]1.[H-:14].[Na+:15].[O:34]1[CH2:35][CH2:36][CH2:37][CH2:38]1.[OH2:39].[c:1]1([CH:7]2[O:8][CH2:9][CH:10]([OH:13])[CH2:11][O:12]2)[cH:2][cH:3][cH:4][cH:5][cH:6]1>>[c:1]1([CH:7]2[O:8][CH2:9][CH:10]([O:13][c:21]3[n:20][c:19]([S:24][CH2:25][c:26]4[c:27]([F:33])[c:28]([F:32])[cH:29][cH:30][cH:31]4)[n:18][c:17]([Cl:16])[cH:22]3)[CH2:11][O:12]2)[cH:2][cH:3][cH:4][cH:5][cH:6]1. The reactants are C([O-])([O-])=O.[K+].[K+].O (potassium carbonate water), FC1=CC=C(C=C1)N1C(C(OC2=C1C=CC(=C2)N(S(=O)(=O)C)S(=O)(=O)C)(C)C)=O (N-[4-(4-fluorophenyl)-2,2-dimethyl-3-oxo-3,4-dihydro-2H-1,4-benzoxazin-7-yl]-N-(methylsulfonyl)methanesulfonamide), Cl.O (hydrochloric acid water). The solvent is CS(=O)C (dimethylsulfoxide). Conditions: temperature 25 celsius, time 23 hour. Yields the product FC1=CC=C(C=C1)N1C(C(OC2=C1C=CC(=C2)NS(=O)(=O)C)(C)C)=O (N-[4-(4-fluorophenyl)-2,2-dimethyl-3-oxo-3,4-dihydro-2H-1,4-benzoxazin-7-yl]methanesulfonamide). Yield: 91.4%. RXN SMILES: [F:1][C:2]1[CH:7]=[CH:6][C:5]([N:8]2[C:13]3[CH:14]=[CH:15][C:16]([N:18](S(C)(=O)=O)[S:19]([CH3:22])(=[O:21])=[O:20])=[CH:17][C:12]=3[O:11][C:10]([CH3:28])([CH3:27])[C:9]2=[O:29])=[CH:4][CH:3]=1.C(=O)([O-])[O-].[K+].[K+].O.Cl.O>CS(C)=O>[F:1][C:2]1[CH:3]=[CH:4][C:5]([N:8]2[C:13]3[CH:14]=[CH:15][C:16]([NH:18][S:19]([CH3:22])(=[O:20])=[O:21])=[CH:17][C:12]=3[O:11][C:10]([CH3:27])([CH3:28])[C:9]2=[O:29])=[CH:6][CH:7]=1 |f:1.2.3.4,5.6|. Procedure: N-[4-(4-fluorophenyl)-2,2-dimethyl-3-oxo-3,4-dihydro-2H-1,4-benzoxazin-7-yl]-N-(methylsulfonyl)methanesulfonamide (8.5 g) was dissolved in dimethylsulfoxide (51 mL), a solution of potassium carbonate/water (7.98 g/8.5 mL) was added dropwise thereto at 25° C., and the mixture was stirred at the same temperature for 23 hours. To the reaction mixture was added dropwise concentrated hydrochloric acid/water (4.0 g/76.5 mL) at 30° C. or lower, then cooled to 20° C., and the mixture was stirred for 90 ... The reactants are COC(=O)c1ncc(-c2cccc(C(F)(F)F)c2)cc1C, Cn1nccc1B1OCC(C)(C)CO1, Cc1cc(-c2cccc(C(F)(F)F)c2)c(Cl)nc1C(=O)N1CCC(N2CCCC2)CC1. Product: Cc1cc(-c2cccc(C(F)(F)F)c2)c(-c2ccnn2C)nc1C(=O)N1CCC(N2CCCC2)CC1. Reaction SMILES: [CH3:1][O:2][C:3]([c:4]1[c:5]([CH3:6])[cH:7][c:8](-[c:9]2[cH:10][cH:11][cH:12][c:13]([C:14]([F:15])([F:16])[F:17])[cH:18]2)[cH:19][n:20]1)=[O:21].[CH3:53][C:54]1([CH3:55])[CH2:56][O:57][B:58]([c:60]2[cH:61][cH:62][n:63][n:64]2[CH3:65])[O:59][CH2:66]1.[Cl:22][c:23]1[c:24](-[c:43]2[cH:44][c:45]([C:49]([F:50])([F:51])[F:52])[cH:46][cH:47][cH:48]2)[cH:25][c:26]([CH3:42])[c:27]([C:29](=[O:30])[N:31]2[CH2:32][CH2:33][CH:34]([N:37]3[CH2:38][CH2:39][CH2:40][CH2:41]3)[CH2:35][CH2:36]2)[n:28]1>>[c:23]1(-[c:60]2[cH:61][cH:62][n:63][n:64]2[CH3:65])[c:24](-[c:43]2[cH:44][c:45]([C:49]([F:50])([F:51])[F:52])[cH:46][cH:47][cH:48]2)[cH:25][c:26]([CH3:42])[c:27]([C:29](=[O:30])[N:31]2[CH2:32][CH2:33][CH:34]([N:37]3[CH2:38][CH2:39][CH2:40][CH2:41]3)[CH2:35][CH2:36]2)[n:28]1.